The task is: describe an organic reaction: reactants, conditions, products, and yield. This data is from the Open Reaction Database (ORD), a public repository of structured organic reaction records. Reactants: O (water), C(C)C(=O)C (methyl ethyl ketone), C(Cl)(Cl)Cl (chloroform), C(C)C(=O)C (methyl ethyl ketone), C(C1=CC=CC=C1)N1N=C(C2=CC=CC=C12)CO (1-benzyl-3-hydroxymethyl-indazole), [OH-].[Na+] (NaOH). Reaction conditions: time 60 minute. Yields the product C(C1=CC=CC=C1)N1N=C(C2=CC=CC=C12)CO (1-benzyl-3-hydroxymethyl-indazole), OC(C(=O)O)(C)CC (2-hydroxy-2-ethyl-propionic acid), Compound I. As a reaction SMILES: C(Cl)(Cl)Cl.[CH2:5]([C:7](C)=[O:8])[CH3:6].[CH2:10]([N:17]1[C:25]2[C:20](=[CH:21][CH:22]=[CH:23][CH:24]=2)[C:19]([CH2:26][OH:27])=[N:18]1)[C:11]1[CH:16]=[CH:15][CH:14]=[CH:13][CH:12]=1.[OH-:28].[Na+].[OH2:30]>>[CH2:10]([N:17]1[C:25]2[C:20](=[CH:21][CH:22]=[CH:23][CH:24]=2)[C:19]([CH2:26][OH:27])=[N:18]1)[C:11]1[CH:12]=[CH:13][CH:14]=[CH:15][CH:16]=1.[OH:28][C:5]([CH2:10][CH3:11])([CH3:6])[C:7]([OH:8])=[O:30] |f:3.4|. Reported procedure: A solution of 6 ml of chloroform and of 6,8 ml of methyl ethyl ketone is added dropwise in about 30 minutes to a suspension of 5.9 g of 1-benzyl-3-hydroxymethyl-indazole, prepared as described above, of 12 g of NaOH and of 35 ml of methyl ethyl ketone. When the addition is over, the reaction mixture is heated to reflux. After 60 minutes, the reaction mixture is cooled, water is added and the aqueous phase is separated and acidified. The resulting oil is extracted with diethyl ether and the solve...